This data is from the Open Reaction Database (ORD), a public repository of structured organic reaction records. The task is: describe an organic reaction: reactants, conditions, products, and yield Reactants: CO, Cl, O=[N+]([O-])c1ccc(CCN2CCC(N3CCc4ccccc43)CC2)cc1, [Pd]. Yields the product Nc1ccc(CCN2CCC(N3CCc4ccccc43)CC2)cc1. As a reaction SMILES: [CH3:28][OH:29].[ClH:27].[N+:1]([O-:2])(=[O:3])[c:4]1[cH:5][cH:6][c:7]([CH2:8][CH2:9][N:10]2[CH2:11][CH2:12][CH:13]([N:16]3[CH2:17][CH2:18][c:19]4[cH:20][cH:21][cH:22][cH:23][c:24]43)[CH2:14][CH2:15]2)[cH:25][cH:26]1.[Pd:30]>>[NH2:1][c:4]1[cH:5][cH:6][c:7]([CH2:8][CH2:9][N:10]2[CH2:11][CH2:12][CH:13]([N:16]3[CH2:17][CH2:18][c:19]4[cH:20][cH:21][cH:22][cH:23][c:24]43)[CH2:14][CH2:15]2)[cH:25][cH:26]1. Reactants: CC(C)(C)OC(=O)N1CC2CNCC(C1)O2, CN(CC=O)S(=O)(=O)c1ccc(C#N)cc1, [BH3-]C#N, CC(=O)O, ClCCl, [Na+]. Product: CN(CCN1CC2CN(C(=O)OC(C)(C)C)CC(C1)O2)S(=O)(=O)c1ccc(C#N)cc1. Reaction SMILES: [C:17]([CH3:18])([CH3:19])([CH3:20])[O:21][C:22](=[O:23])[N:24]1[CH2:25][CH:26]2[CH2:27][NH:28][CH2:29][CH:30]([CH2:31]1)[O:32]2.[C:1](#[N:2])[c:3]1[cH:4][cH:5][c:6]([S:9](=[O:10])(=[O:11])[N:12]([CH2:13][CH:14]=[O:15])[CH3:16])[cH:7][cH:8]1.[C:37]([BH3-:38])#[N:39].[CH3:33][C:34](=[O:35])[OH:36].[Cl:41][CH2:42][Cl:43].[Na+:40]>>[C:1](#[N:2])[c:3]1[cH:4][cH:5][c:6]([S:9](=[O:10])(=[O:11])[N:12]([CH2:13][CH2:14][N:28]2[CH2:27][CH:26]3[CH2:25][N:24]([C:22]([O:21][C:17]([CH3:18])([CH3:19])[CH3:20])=[O:23])[CH2:31][CH:30]([CH2:29]2)[O:32]3)[CH3:16])[cH:7][cH:8]1. Starting materials: ClCC1=NOC(=N1)C1=CC=CC=C1 (3-chloromethyl-5-phenyl-1,2,4-oxadiazole), OC1=CC=C(CO\N=C(/CCCCCCC(=O)OCC)\C2=CC=CC=C2)C=C1 (ethyl E-8-(4-hydroxybenzyloxyimino)-8-phenyloctanoate), C([O-])([O-])=O.[K+].[K+] (potassium carbonate), CN(C=O)C (N,N-dimethylformamide). Solvent: C(C)(=O)OCC.CCCCCC (ethyl acetate hexane), O (Water). Reaction conditions: time 18 hour. Product: C1(=CC=CC=C1)/C(/CCCCCCC(=O)OCC)=N/OCC1=CC=C(C=C1)OCC1=NOC(=N1)C1=CC=CC=C1 (ethyl E-8-phenyl-8-[4-(5-phenyl-1,2,4-oxadiazol-3-ylmethoxy)benzyloxyimino]octanoate). Isolated yield 31.5%. RXN SMILES: Cl[CH2:2][C:3]1[N:7]=[C:6]([C:8]2[CH:13]=[CH:12][CH:11]=[CH:10][CH:9]=2)[O:5][N:4]=1.[OH:14][C:15]1[CH:41]=[CH:40][C:18]([CH2:19][O:20]/[N:21]=[C:22](/[C:34]2[CH:39]=[CH:38][CH:37]=[CH:36][CH:35]=2)\[CH2:23][CH2:24][CH2:25][CH2:26][CH2:27][CH2:28][C:29]([O:31][CH2:32][CH3:33])=[O:30])=[CH:17][CH:16]=1.C(=O)([O-])[O-].[K+].[K+].CN(C)C=O>C(OCC)(=O)C.CCCCCC.O>[C:34]1(/[C:22](=[N:21]/[O:20][CH2:19][C:18]2[CH:40]=[CH:41][C:15]([O:14][CH2:2][C:3]3[N:7]=[C:6]([C:8]4[CH:13]=[CH:12][CH:11]=[CH:10][CH:9]=4)[O:5][N:4]=3)=[CH:16][CH:17]=2)/[CH2:23][CH2:24][CH2:25][CH2:26][CH2:27][CH2:28][C:29]([O:31][CH2:32][CH3:33])=[O:30])[CH:39]=[CH:38][CH:37]=[CH:36][CH:35]=1 |f:2.3.4,6.7|. Procedure: A mixture of 3-chloromethyl-5-phenyl-1,2,4-oxadiazole (335 mg), ethyl E-8-(4-hydroxybenzyloxyimino)-8-phenyloctanoate (600 mg), potassium carbonate (432 mg) and N,N-dimethylformamide (7 ml) was stirred at room temperature for 18 hours. Water was added to the reaction mixture and extracted with ethyl acetate. The ethyl acetate layer was washed with an aqueous saturated solution of sodium chloride, dried (MgSO4) and concentrated. The residue was subjected to silica gel chromatography to obtain eth...